Task: describe an organic reaction: reactants, conditions, products, and yield. Dataset: the Open Reaction Database (ORD), a public repository of structured organic reaction records The reactants are [Br-], CC[Mg+], C1CCOC1, CCOC(=O)C1=C(OP(=O)(OCC)OCC)CCN(C(=O)OC(C)(C)C)C1, [Cl-], [Cu]I, [NH4+]. Yields the product CCOC(=O)C1=C(CC)CCN(C(=O)OC(C)(C)C)C1. As a reaction SMILES: [Br-:1].[CH2:2]([CH3:3])[Mg+:4].[CH2:34]1[O:35][CH2:36][CH2:37][CH2:38]1.[CH2:5]([O:6][P:7]([O:8][C:14]1=[C:15]([C:27](=[O:28])[O:29][CH2:30][CH3:31])[CH2:16][N:17]([C:20](=[O:21])[O:22][C:23]([CH3:24])([CH3:25])[CH3:26])[CH2:18][CH2:19]1)([O:9][CH2:10][CH3:11])=[O:12])[CH3:13].[Cl-:32].[Cu:39][I:40].[NH4+:33]>>[CH2:2]([CH3:3])[C:14]1=[C:15]([C:27](=[O:28])[O:29][CH2:30][CH3:31])[CH2:16][N:17]([C:20](=[O:21])[O:22][C:23]([CH3:24])([CH3:25])[CH3:26])[CH2:18][CH2:19]1.